The task is: describe an organic reaction: reactants, conditions, products, and yield. This data is from the Open Reaction Database (ORD), a public repository of structured organic reaction records. Starting materials: CC(c1cccc2ccccc12)N(CC1CN(C(=O)Oc2ccc(C(=O)O)cc2)CCC1c1cccc(F)c1)C(=O)OC(C)(C)C, Cl, C1COCCO1. Yields the product Cl, CC(NCC1CN(C(=O)Oc2ccc(C(=O)O)cc2)CCC1c1cccc(F)c1)c1cccc2ccccc12. RXN SMILES: [C:1]([O:2][C:3](=[O:4])[N:8]([CH:9]([CH3:10])[c:11]1[cH:12][cH:13][cH:14][c:15]2[cH:16][cH:17][cH:18][cH:19][c:20]12)[CH2:21][CH:22]1[CH2:23][N:24]([C:35](=[O:36])[O:37][c:38]2[cH:39][cH:40][c:41]([C:42](=[O:43])[OH:44])[cH:45][cH:46]2)[CH2:25][CH2:26][CH:27]1[c:28]1[cH:29][c:30]([F:34])[cH:31][cH:32][cH:33]1)([CH3:5])([CH3:6])[CH3:7].[ClH:53].[O:47]1[CH2:48][CH2:49][O:50][CH2:51][CH2:52]1>>[ClH:53].[NH:8]([CH:9]([CH3:10])[c:11]1[cH:12][cH:13][cH:14][c:15]2[cH:16][cH:17][cH:18][cH:19][c:20]12)[CH2:21][CH:22]1[CH2:23][N:24]([C:35](=[O:36])[O:37][c:38]2[cH:39][cH:40][c:41]([C:42](=[O:43])[OH:44])[cH:45][cH:46]2)[CH2:25][CH2:26][CH:27]1[c:28]1[cH:29][c:30]([F:34])[cH:31][cH:32][cH:33]1. Reactants: C=CCCCCCC, CCCCC(CCCC)c1ccncc1, OO. Product: CCCCCCC1CO1. Reaction SMILES: [CH2:1]=[CH:2][CH2:3][CH2:4][CH2:5][CH2:6][CH2:7][CH3:8].[CH3:11][CH2:12][CH2:13][CH2:14][CH:15]([c:16]1[cH:17][cH:18][n:19][cH:20][cH:21]1)[CH2:22][CH2:23][CH2:24][CH3:25].[OH:9][OH:10]>>[CH2:1]1[CH:2]([CH2:3][CH2:4][CH2:5][CH2:6][CH2:7][CH3:8])[O:9]1. Reactants: C(C)(C)(C)C1=C(C(=CC(=C1)C)C(C)(C)C)O (2,6-di-t-butyl-4-methylphenol), ClS(=O)(=O)N=C=O (chlorosulfonyl isocyanate). Solvent: CCOCC (Et2O), CCOCC (Et2O). Run at time 2 hour. The product is ClS(=O)(=O)NC(OC1=C(C=C(C=C1C(C)(C)C)C)C(C)(C)C)=O (2,6-Bis(1,1-dimethylethyl)-4-methylphenyl (chlorosulfonyl)carbamate). Isolated yield 74.1%. RXN SMILES: [C:1]([C:5]1[CH:10]=[C:9]([CH3:11])[CH:8]=[C:7]([C:12]([CH3:15])([CH3:14])[CH3:13])[C:6]=1[OH:16])([CH3:4])([CH3:3])[CH3:2].[Cl:17][S:18]([N:21]=[C:22]=[O:23])(=[O:20])=[O:19]>CCOCC>[Cl:17][S:18]([NH:21][C:22](=[O:23])[O:16][C:6]1[C:5]([C:1]([CH3:4])([CH3:3])[CH3:2])=[CH:10][C:9]([CH3:11])=[CH:8][C:7]=1[C:12]([CH3:15])([CH3:14])[CH3:13])(=[O:20])=[O:19]. Reported procedure: A solution of 2,6-di-t-butyl-4-methylphenol (22.04 g, 0.1 moles) in 100 mL Et2O was added dropwise to a solution of chlorosulfonyl isocyanate (8.7 mL, 0.1 moles) in 100 mL Et2O at -15° C. under an atmosphere of N2. This was stirred for 2 hours, concentrated and trituration of the resulting gel with hexanes gave 26.82 g (74%) of the title compound as a white solid. The reactants are CC=1C=C(C=CC1)CC(=O)O ((3-methylphenyl)acetic acid), Cl.CNOC (N,O-dimethylhydroxylamine hydrochloride), C(CCl)Cl (EDC), C=1C=CC2=C(C1)N=NN2O (HOBt), C(C)(C)N(C(C)C)CC (N,N-diisopropylethylamine). The solvent is CCOC(=O)C (EtOAc), CN(C)C=O (DMF). Conditions: time 18 hour. The product is CON(C(CC1=CC(=CC=C1)C)=O)C (N-methoxy-N-methyl-2-(3-methylphenyl)acetamide). Yield: 92.7%. As a reaction SMILES: [CH3:1][C:2]1[CH:3]=[C:4]([CH2:8][C:9]([OH:11])=O)[CH:5]=[CH:6][CH:7]=1.Cl.[CH3:13][NH:14][O:15][CH3:16].C(Cl)CCl.C1C=CC2N(O)N=NC=2C=1.C(N(CC)C(C)C)(C)C>CN(C=O)C.CCOC(C)=O>[CH3:16][O:15][N:14]([CH3:13])[C:9](=[O:11])[CH2:8][C:4]1[CH:5]=[CH:6][CH:7]=[C:2]([CH3:1])[CH:3]=1 |f:1.2|. Procedure: To a solution of (3-methylphenyl)acetic acid (1.0 g, 6.7 mmol) in DMF (20 mL0 were added N,O-dimethylhydroxylamine hydrochloride (0.78 g, 8.04 mmol), EDC (1.54 g, 8.04 mmol), HOBt (1.06 g, 8.04 mmol), and N,N-diisopropylethylamine (7.0 mL, 40.2 mmol). The solution was stirred at RT for 18 h then diluted with EtOAc (150 mL) and washed with HCl 1 M (100 mL), water (100 mL), saturated solution of NaHCO3 (100 mL), and brine (100 mL). The organic solution was dried over sodium sulfate and concentrate...